This data is from the Open Reaction Database (ORD), a public repository of structured organic reaction records. The task is: describe an organic reaction: reactants, conditions, products, and yield Reactants: CCO, CCOC(=O)c1cnc2sccc2c1Cl, Cl, [Na+], [OH-]. Product: O=C(O)c1cnc2sccc2c1Cl. Reaction SMILES: [CH3:19][CH2:20][OH:21].[Cl:1][c:2]1[c:3]2[c:4]([n:5][cH:6][c:7]1[C:8](=[O:9])[O:10][CH2:11][CH3:12])[s:13][cH:14][cH:15]2.[ClH:18].[Na+:17].[OH-:16]>>[Cl:1][c:2]1[c:3]2[c:4]([n:5][cH:6][c:7]1[C:8](=[O:9])[OH:10])[s:13][cH:14][cH:15]2. Starting materials: [Al+3], CCS, ClCCl, COC(=O)CC1Cc2ccc(OC)cc2CNC1=O, [Cl-], [Cl-], [Cl-]. RXN SMILES: [Al+3:2].[CH2:24]([SH:25])[CH3:26].[CH2:27]([Cl:28])[Cl:29].[CH3:5][O:6][c:7]1[cH:8][c:9]2[c:10]([cH:22][cH:23]1)[CH2:11][CH:12]([CH2:17][C:18](=[O:19])[O:20][CH3:21])[C:13](=[O:16])[NH:14][CH2:15]2.[Cl-:1].[Cl-:3].[Cl-:4]>>[OH:6][c:7]1[cH:8][c:9]2[c:10]([cH:22][cH:23]1)[CH2:11][CH:12]([CH2:17][C:18](=[O:19])[O:20][CH3:21])[C:13](=[O:16])[NH:14][CH2:15]2. Product: COC(=O)CC1Cc2ccc(O)cc2CNC1=O. Starting materials: [Cl-].ClC(=[N+](C)C)Cl (N-(dichloromethylene)-N,N-dimethylammonium chloride), NC1=C(C(=NS1)C(C)C)C#N (5-amino-4-cyano-3-isopropylisothiazole), [Cl-].ClC(=[N+](C)C)Cl (N-(dichloromethylene)-N,N-dimethylammonium chloride). Solvent: ClCCl (dichloromethane). Run at time 5 hour. Product: C(#N)C=1C(=NSC1N=C(N(C)C)Cl)C(C)C (N'-(4-cyano-3-isopropyl-5-isothiazolyl)-N,N-dimethylchloroformamidine). Yield: 61.3%. Reaction SMILES: [NH2:1][C:2]1[S:6][N:5]=[C:4]([CH:7]([CH3:9])[CH3:8])[C:3]=1[C:10]#[N:11].[Cl-].[Cl:13][C:14](Cl)=[N+:15]([CH3:17])[CH3:16]>ClCCl>[C:10]([C:3]1[C:4]([CH:7]([CH3:9])[CH3:8])=[N:5][S:6][C:2]=1[N:1]=[C:14]([Cl:13])[N:15]([CH3:17])[CH3:16])#[N:11] |f:1.2|. Procedure: A mixture of 142 g of 5-amino-4-cyano-3-isopropylisothiazole and 610 ml of dichloromethane was treated with 138 g of N-(dichloromethylene)-N,N-dimethylammonium chloride. The reaction mixture became warm during addition of the N-(dichloromethylene)-N,N-dimethylammonium chloride and was cooled in an ice-water bath to 31°. The reaction temperature was maintained at 30°-35° for one-half hour after addition was complete. The reaction mixture was then heated under reflux for an additional 44 hours. Ni... Starting materials: C(C)OC(=O)C=1C(=C2C(=CN1)ON=C2C2=CC=CC=C2)O (4-hydroxy-3-phenyl-isoxazolo[5,4-c]pyridine-5-carboxylic acid ethyl ester), BrN1C(CCC1=O)=O (N-bromosuccinimide). The reagents and catalysts are C(C1=CC=CC=C1)(=O)OOC(C1=CC=CC=C1)=O (benzoyl peroxide). The solvent is C(Cl)(Cl)(Cl)Cl (carbon tetrachloride). The product is C(C)OC(=O)C=1C(=C2C(=C(N1)Br)ON=C2C2=CC=CC=C2)O (7-Bromo-4-hydroxy-3-phenyl-isoxazolo[5,4-c]pyridine-5-carboxylic acid ethyl ester). The yield is 86.8%. As a reaction SMILES: [CH2:1]([O:3][C:4]([C:6]1[C:7]([OH:21])=[C:8]2[C:14]([C:15]3[CH:20]=[CH:19][CH:18]=[CH:17][CH:16]=3)=[N:13][O:12][C:9]2=[CH:10][N:11]=1)=[O:5])[CH3:2].[Br:22]N1C(=O)CCC1=O>C(OOC(=O)C1C=CC=CC=1)(=O)C1C=CC=CC=1.C(Cl)(Cl)(Cl)Cl>[CH2:1]([O:3][C:4]([C:6]1[C:7]([OH:21])=[C:8]2[C:14]([C:15]3[CH:16]=[CH:17][CH:18]=[CH:19][CH:20]=3)=[N:13][O:12][C:9]2=[C:10]([Br:22])[N:11]=1)=[O:5])[CH3:2]. Procedure: A mixture of 4-hydroxy-3-phenyl-isoxazolo[5,4-c]pyridine-5-carboxylic acid ethyl ester (388.1 mg, 1.37 mmol), N-bromosuccinimide (255 mg, 1.43 mmol), benzoyl peroxide (16 mg, 0.07 mmol), and carbon tetrachloride (10 ml) was refluxed for 3 h before it was cooled to room temperature and partitioned between dichloromethane and water. The organic layer was washed with saturated aqueous sodium bicarbonate solution and brine before it was dried over anhydrous sodium sulfate and concentrated in vacuo. ... The reactants are CC(C(=O)[O-])(C(=O)[O-])C (dimethylmalonat), Cl.C1(CC1)C(=N)N (cyclopropanecarboxamidine hydrochloride), C[O-].[Na+] (sodium methoxide). Procedure details: Under a nitrogen atmosphere 1.50 mL (13.06 mmol) dimethylmalonat, 1.60 g (13.27 mmol) cyclopropanecarboxamidine hydrochloride and 15.0 mL (80.80 mmol) sodium methoxide solution (30%) were refluxed for 1.25 h with stirring. The reaction mixture was slightly acidified and the precipitate formed was suction filtered, washed and dried. Product: C1(CC1)C1=NC(=CC(=N1)O)O (2-cyclopropylpyrimidine-4,6-diol). As a reaction SMILES: C[C:2](C)([C:6]([O-:8])=O)[C:3]([O-])=[O:4].Cl.[CH:11]1([C:14]([NH2:16])=[NH:15])[CH2:13][CH2:12]1.C[O-].[Na+]>>[CH:11]1([C:14]2[N:16]=[C:6]([OH:8])[CH:2]=[C:3]([OH:4])[N:15]=2)[CH2:13][CH2:12]1 |f:1.2,3.4|.